Dataset: the Open Reaction Database (ORD), a public repository of structured organic reaction records. Task: describe an organic reaction: reactants, conditions, products, and yield The reactants are COC1=C(C=CC(=C1)[N+](=O)[O-])O (2-methoxy-4-nitrophenol), Cl.ClCCC[NH2+]C (3-chloro-N-methylpropan-1-aminium hydrochloride salt), C([O-])([O-])=O.[K+].[K+] (potassium carbonate). Run at temperature 120 celsius. Yields the product COC1=C(OCCCN(C)C)C=CC(=C1)[N+](=O)[O-] (3-(2-methoxy-4-nitrophenoxy)-N,N-dimethylpropan-1-amine). The yield is 53.3%. As a reaction SMILES: [CH3:1][O:2][C:3]1[CH:8]=[C:7]([N+:9]([O-:11])=[O:10])[CH:6]=[CH:5][C:4]=1[OH:12].Cl.Cl[CH2:15][CH2:16][CH2:17][NH2+:18][CH3:19].[C:20](=O)([O-])[O-].[K+].[K+]>>[CH3:1][O:2][C:3]1[CH:8]=[C:7]([N+:9]([O-:11])=[O:10])[CH:6]=[CH:5][C:4]=1[O:12][CH2:15][CH2:16][CH2:17][N:18]([CH3:19])[CH3:20] |f:1.2,3.4.5|. Procedure details: To a solution of 2-methoxy-4-nitrophenol (1.0 g, 5.9 mmol) and 3-chloro-N-methylpropan-1-aminium hydrochloride salt (1.03 g, 6.5 mmol) in N,N-dimethylformide (10 mL), was added potassium carbonate (2.03 g, 14.7 mmol). The resulting reaction mixture was heated at 120° C. for 18 hours. After this time, TLC analysis showed no starting material remaining so the mixture was quenched with water and extracted with ethyl acetate. The organic layer was separated, dried (Na2SO4) and concentrated. The crud... Procedure: 325 mg of 6-chloro-3-(2,6-difluorophenyl)-[1,2,4]triazine (see Example 1.7 b) are placed in 10 ml of acetonitrile; 230 mg of 3-chlorophenol and 190 mg of potassium carbonate are added and stirring is carried out at room temperature for 2 h. The reaction mixture is then poured into water and extracted with ethyl acetate; the ethyl acetate phase is concentrated and the crude product is purified by means of flash chromatography. In this way the title compound having a melting point of 132-137° C. i... Reaction conditions: time 2 hour. Solvent: C(C)#N (acetonitrile). The reactants are ClC1=CN=C(N=N1)C1=C(C=CC=C1F)F (6-chloro-3-(2,6-difluorophenyl)-[1,2,4]triazine), O (water), ClC=1C=C(C=CC1)O (3-chlorophenol), C([O-])([O-])=O.[K+].[K+] (potassium carbonate). As a reaction SMILES: Cl[C:2]1[N:7]=[N:6][C:5]([C:8]2[C:13]([F:14])=[CH:12][CH:11]=[CH:10][C:9]=2[F:15])=[N:4][CH:3]=1.[Cl:16][C:17]1[CH:18]=[C:19]([OH:23])[CH:20]=[CH:21][CH:22]=1.C(=O)([O-])[O-].[K+].[K+].O>C(#N)C>[Cl:16][C:17]1[CH:18]=[C:19]([CH:20]=[CH:21][CH:22]=1)[O:23][C:2]1[N:7]=[N:6][C:5]([C:8]2[C:13]([F:14])=[CH:12][CH:11]=[CH:10][C:9]=2[F:15])=[N:4][CH:3]=1 |f:2.3.4|. Product: ClC=1C=C(OC2=CN=C(N=N2)C2=C(C=CC=C2F)F)C=CC1 (6-(3-Chlorophenoxy)-3-(2,6-difluorophenyl)-[1,2,4]triazine). Starting materials: [OH-].[Na+] (sodium hydroxide), NC1=NC(=CC=C1)N (2,6-Diaminopyridine), CC(CC(C)=O)=O (2,4-pentanedione), S(O)(O)(=O)=O (sulfuric acid). Solvent: O (water), C(C)(=O)O (acetic acid). Reaction conditions: time 24 hour. Yields the product NC1=CC=C2C(=CC(=NC2=N1)C)C (7-Amino-2,4-dimethyl-1,8-naphthyridine). RXN SMILES: [NH2:1][C:2]1[CH:7]=[CH:6][CH:5]=[C:4]([NH2:8])[N:3]=1.[CH3:9][C:10](=O)[CH2:11][C:12](=O)[CH3:13].S(=O)(=O)(O)O.[OH-].[Na+]>O.C(O)(=O)C>[NH2:8][C:4]1[N:3]=[C:2]2[C:7]([C:10]([CH3:9])=[CH:11][C:12]([CH3:13])=[N:1]2)=[CH:6][CH:5]=1 |f:3.4|. Reported procedure: 2,6-Diaminopyridine (43.6 g., 0.4 mole), 40.0 g (0.4 mole) of 2,4-pentanedione, 200 ml. of glacial acetic acid and 5 ml. of 96% sulfuric acid were mixed, then refluxed with stirring for 24 hours. The cold solution was added slowly with good stirring and ice bath cooling to 160 g of sodium hydroxide in enough water to make 600 ml. The brown solid, which crystallized, was filtered after the solution had been cooled overnight at 5°, washed twice with cold water and dried, 25.3 g., m.p. 125°-200°. T... Reactants: [BH4-], O=C1CCc2cc(Br)ccc21, CO, [Na+]. The product is OC1CCc2cc(Br)ccc21. As a reaction SMILES: [BH4-:12].[Br:1][c:2]1[cH:3][c:4]2[c:8]([cH:9][cH:10]1)[C:7](=[O:11])[CH2:6][CH2:5]2.[CH3:14][OH:15].[Na+:13]>>[Br:1][c:2]1[cH:3][c:4]2[c:8]([cH:9][cH:10]1)[CH:7]([OH:11])[CH2:6][CH2:5]2. Starting materials: CNC, CCN(C(C)C)C1CCC(NC(=O)CNc2nc(Cl)nc3ccc(Cl)cc23)C(COC)C1, C1CCOC1. Yields the product CCN(C(C)C)C1CCC(NC(=O)CNc2nc(N(C)C)nc3ccc(Cl)cc23)C(COC)C1. Reaction SMILES: [CH3:33][NH:34][CH3:35].[Cl:1][c:2]1[n:3][c:4]2[cH:5][cH:6][c:7]([Cl:32])[cH:8][c:9]2[c:10]([NH:12][CH2:13][C:14](=[O:15])[NH:16][CH:17]2[CH:18]([CH2:29][O:30][CH3:31])[CH2:19][CH:20]([N:23]([CH:24]([CH3:25])[CH3:26])[CH2:27][CH3:28])[CH2:21][CH2:22]2)[n:11]1.[O:36]1[CH2:37][CH2:38][CH2:39][CH2:40]1>>[c:2]1([N:34]([CH3:33])[CH3:35])[n:3][c:4]2[cH:5][cH:6][c:7]([Cl:32])[cH:8][c:9]2[c:10]([NH:12][CH2:13][C:14](=[O:15])[NH:16][CH:17]2[CH:18]([CH2:29][O:30][CH3:31])[CH2:19][CH:20]([N:23]([CH:24]([CH3:25])[CH3:26])[CH2:27][CH3:28])[CH2:21][CH2:22]2)[n:11]1. Reactants: [Cl-].[NH4+] (ammonium chloride), [N+](=O)([O-])C=1C=C(CN(CC(=O)OC(C)(C)C)C(C(F)(F)F)=O)C=CC1 (tert-butyl N-(3-nitrobenzyl)-N-(trifluoroacetyl)glycinate), O (water). The reagents and catalysts are [Fe] (iron). Solvent: C(C)O (ethanol). Run at temperature 100 celsius. Yields the product NC=1C=C(CN(CC(=O)OC(C)(C)C)C(C(F)(F)F)=O)C=CC1 (tert-butyl N-(3-aminobenzyl)-N-(trifluoroacetyl)glycinate). Yield: 95.3%. As a reaction SMILES: [N+:1]([C:4]1[CH:5]=[C:6]([CH:23]=[CH:24][CH:25]=1)[CH2:7][N:8]([C:17](=[O:22])[C:18]([F:21])([F:20])[F:19])[CH2:9][C:10]([O:12][C:13]([CH3:16])([CH3:15])[CH3:14])=[O:11])([O-])=O.O.[Cl-].[NH4+]>[Fe].C(O)C>[NH2:1][C:4]1[CH:5]=[C:6]([CH:23]=[CH:24][CH:25]=1)[CH2:7][N:8]([C:17](=[O:22])[C:18]([F:19])([F:20])[F:21])[CH2:9][C:10]([O:12][C:13]([CH3:16])([CH3:15])[CH3:14])=[O:11] |f:2.3|. Reported procedure: To a mixture of tert-butyl N-(3-nitrobenzyl)-N-(trifluoroacetyl)glycinate (4.30 g), iron (13.2 g), water (41.8 mL), and ethanol (83.5 mL) was added ammonium chloride (2.54 g) at room temperature, followed by heating and refluxing at 100° C. for 1 hour. After leaving to be cooled, the reaction suspension was filtered through Celite and the filtrate was concentrated under reduced pressure. To the residue was added water, followed by extraction with ethyl acetate. The organic layer was dried over a... The reactants are CC[Mg+], C1CCOC1, [Cl-], O=C(O)c1cnc(Cl)c(Cl)c1, Cl[Ni]Cl, Cl, c1ccc(P(CCP(c2ccccc2)c2ccccc2)c2ccccc2)cc1. Product: CCc1ncc(C(=O)O)cc1Cl. As a reaction SMILES: [CH2:13]([CH3:14])[Mg+:15].[CH2:17]1[O:18][CH2:19][CH2:20][CH2:21]1.[Cl-:12].[Cl:1][c:2]1[c:3]([Cl:11])[n:4][cH:5][c:6]([C:7](=[O:8])[OH:9])[cH:10]1.[Cl:22][Ni:23][Cl:24].[ClH:16].[c:25]1([P:26]([c:27]2[cH:28][cH:29][cH:30][cH:31][cH:32]2)[CH2:33][CH2:34][P:35]([c:36]2[cH:37][cH:38][cH:39][cH:40][cH:41]2)[c:42]2[cH:43][cH:44][cH:45][cH:46][cH:47]2)[cH:48][cH:49][cH:50][cH:51][cH:52]1>>[Cl:1][c:2]1[c:3]([CH2:13][CH3:14])[n:4][cH:5][c:6]([C:7](=[O:8])[OH:9])[cH:10]1.